Dataset: the Open Reaction Database (ORD), a public repository of structured organic reaction records. Task: describe an organic reaction: reactants, conditions, products, and yield Reactants: C(C)OC(CC(C)C1=CC=C(C=C1)C1=C(C=C(C=C1)F)F)=O (3-(2',4'-difluoro-4-biphenylyl)butyric acid ethyl ester). The solvent is O (water). The product is FC1=C(C=CC(=C1)F)C1=CC=C(C=C1)C(CC(=O)O)C (3-(2',4'-difluoro-4-biphenylyl)butyric acid). RXN SMILES: C([O:3][C:4](=[O:22])[CH2:5][CH:6]([C:8]1[CH:13]=[CH:12][C:11]([C:14]2[CH:19]=[CH:18][C:17]([F:20])=[CH:16][C:15]=2[F:21])=[CH:10][CH:9]=1)[CH3:7])C>O>[F:21][C:15]1[CH:16]=[C:17]([F:20])[CH:18]=[CH:19][C:14]=1[C:11]1[CH:12]=[CH:13][C:8]([CH:6]([CH3:7])[CH2:5][C:4]([OH:22])=[O:3])=[CH:9][CH:10]=1. Procedure details: A mixture of 1 g. of 3-(2',4'-difluoro-4-biphenylyl)butyric acid ethyl ester and 100 ml. of water is heated to 180° in an autoclave for 24 hours. It is cooled and worked up in the customary manner to give 3-(2',4'-difluoro-4-biphenylyl)butyric acid, m.p. 109°-110°. Reactants: COC(C1=CN=C(C=C1)OCC1=NC2=CC=CC=C2C=C1)=O (6-(quinol-2-ylmethoxy)nicotinic acid methyl ester), [OH-].[Na+] (NaOH). Solvent: CO (methanol). Reaction conditions: time 14 hour. Product: N1=C(C=CC2=CC=CC=C12)COC1=NC=C(C(=O)O)C=C1 (6-(2-quinolylmethoxy)nicotinic acid). Yield: 92.5%. Reaction SMILES: C[O:2][C:3](=[O:22])[C:4]1[CH:9]=[CH:8][C:7]([O:10][CH2:11][C:12]2[CH:21]=[CH:20][C:19]3[C:14](=[CH:15][CH:16]=[CH:17][CH:18]=3)[N:13]=2)=[N:6][CH:5]=1.[OH-].[Na+]>CO>[N:13]1[C:14]2[C:19](=[CH:18][CH:17]=[CH:16][CH:15]=2)[CH:20]=[CH:21][C:12]=1[CH2:11][O:10][C:7]1[CH:8]=[CH:9][C:4]([C:3]([OH:22])=[O:2])=[CH:5][N:6]=1 |f:1.2|. Procedure: To a solution of 6-(quinol-2-ylmethoxy)nicotinic acid methyl ester (5.06 g, 17.2 mmol), prepared as in step 2, in methanol (100 ml) at room temperature with stirring was added. 1N NaOH (18.9 ml, 18.9 mmol). The resulting mixture was allowed to stir at room temperature for 14 hours. The mixture was then refluxed for 3 hours, cooled to room temperature and concentrated in vacuo. The residue was diluted with water and the aqueous layer was extracted with ethyl acetate. The aqueous layer was acidifi... Reactants: COC(=O)c1c(Cl)ccc2c1CC(C)(C)C(c1cccc(N3CCOCC3)c1)N2, CO, Cl, [Na+], C1CCOC1, [OH-], O. The product is CC1(C)Cc2c(ccc(Cl)c2C(=O)O)NC1c1cccc(N2CCOCC2)c1. As a reaction SMILES: [CH3:1][O:2][C:3](=[O:4])[c:5]1[c:6]2[c:11]([cH:12][cH:13][c:14]1[Cl:15])[NH:10][CH:9]([c:16]1[cH:17][c:18]([N:22]3[CH2:23][CH2:24][O:25][CH2:26][CH2:27]3)[cH:19][cH:20][cH:21]1)[C:8]([CH3:28])([CH3:29])[CH2:7]2.[CH3:33][OH:34].[ClH:32].[Na+:31].[O:35]1[CH2:36][CH2:37][CH2:38][CH2:39]1.[OH-:30].[OH2:40]>>[O:2]=[C:3]([OH:4])[c:5]1[c:6]2[c:11]([cH:12][cH:13][c:14]1[Cl:15])[NH:10][CH:9]([c:16]1[cH:17][c:18]([N:22]3[CH2:23][CH2:24][O:25][CH2:26][CH2:27]3)[cH:19][cH:20][cH:21]1)[C:8]([CH3:28])([CH3:29])[CH2:7]2. The reactants are COC(=O)C1C2CC(OS(C)(=O)=O)C(C2)N1C(=O)OC(C)(C)C, CN(C)C=O, CCOC(C)=O, [N-]=[N+]=[N-], [Na+], O. Product: COC(=O)C1C2CC(N=[N+]=[N-])C(C2)N1C(=O)OC(C)(C)C. RXN SMILES: [CH3:1][S:2]([O:3][CH:6]1[CH2:7][CH:8]2[CH:9]([C:20](=[O:21])[O:22][CH3:23])[N:10]([C:13](=[O:14])[O:15][C:16]([CH3:17])([CH3:18])[CH3:19])[CH:11]1[CH2:12]2)(=[O:4])=[O:5].[CH3:28][N:29]([CH3:30])[CH:31]=[O:32].[CH3:34][CH2:35][O:36][C:37](=[O:38])[CH3:39].[N-:25]=[N+:26]=[N-:27].[Na+:24].[OH2:33]>>[CH:6]1([N:25]=[N+:26]=[N-:27])[CH2:7][CH:8]2[CH:9]([C:20](=[O:21])[O:22][CH3:23])[N:10]([C:13](=[O:14])[O:15][C:16]([CH3:17])([CH3:18])[CH3:19])[CH:11]1[CH2:12]2. Starting materials: C(C)OC(=O)C1CCN(CC1)C(=O)C1(CC1)C (1-(1-Methyl-cyclopropanecarbonyl)-piperidine-4-carboxylic acid ethyl ester), [Li+].[OH-] (LiOH), C1CCOC1 (THF), O (water). Product: CC1(CC1)C(=O)N1CCC(CC1)C(=O)O (1-(1-Methyl-cyclopropanecarbonyl)-piperidine-4-carboxylic acid). The yield is 85.7%. Reaction SMILES: C([O:3][C:4]([CH:6]1[CH2:11][CH2:10][N:9]([C:12]([C:14]2([CH3:17])[CH2:16][CH2:15]2)=[O:13])[CH2:8][CH2:7]1)=[O:5])C.[Li+].[OH-].C1COCC1.O>C(O)C>[CH3:17][C:14]1([C:12]([N:9]2[CH2:8][CH2:7][CH:6]([C:4]([OH:5])=[O:3])[CH2:11][CH2:10]2)=[O:13])[CH2:15][CH2:16]1 |f:1.2|. Procedure details: 1-(1-Methyl-cyclopropanecarbonyl)-piperidine-4-carboxylic acid ethyl ester (6.34 g, 26.5 mmol) and LiOH (1.67 g, 39.7 mmol) were stirred in a mixture of ethanol (30 mL), THF (30 mL) and water (15 mL) for 90 min at ambient temperature. After evaporation of the volatiles the residue was taken up in dichloro methane and extracted with 1N HCl. The organic phase was dried over sodium sulfate, filtered and evaporated to yield the title product (4.8 g, 86%) as colorless solid. The solvent is C(C)O (ethanol). Reactants: CC(C)[Si](Cl)(C(C)C)C(C)C, COc1cc(C=O)c(F)c(COCCO)c1, CN(C)C=O, O, c1c[nH]cn1. Product: COc1cc(C=O)c(F)c(COCCO[Si](C(C)C)(C(C)C)C(C)C)c1. Reaction SMILES: [Cl:22][Si:23]([CH:24]([CH3:25])[CH3:26])([CH:27]([CH3:28])[CH3:29])[CH:30]([CH3:31])[CH3:32].[F:1][c:2]1[c:3]([CH:4]=[O:5])[cH:6][c:7]([O:15][CH3:16])[cH:8][c:9]1[CH2:10][O:11][CH2:12][CH2:13][OH:14].[O:34]=[CH:35][N:36]([CH3:37])[CH3:38].[OH2:33].[nH:17]1[cH:18][cH:19][n:20][cH:21]1>>[F:1][c:2]1[c:3]([CH:4]=[O:5])[cH:6][c:7]([O:15][CH3:16])[cH:8][c:9]1[CH2:10][O:11][CH2:12][CH2:13][O:14][Si:23]([CH:24]([CH3:25])[CH3:26])([CH:27]([CH3:28])[CH3:29])[CH:30]([CH3:31])[CH3:32].